Dataset: the Open Reaction Database (ORD), a public repository of structured organic reaction records. Task: describe an organic reaction: reactants, conditions, products, and yield Starting materials: CI (MeI), OC1=C2C(C(N=C2C2=C(C1=O)C=CC=C2)=O)(C)C (4-hydroxy-3,3-dimethyl-2H-benzo[g]indole-2,5(3H)-dione), OC1=C2C(C(N=C2C2=C(C1=O)C=CC=C2)=O)(C)C (4-hydroxy-3,3-dimethyl-2H-benzo[g]indole-2,5(3H)-dione), C(=O)([O-])[O-].[K+].[K+] (K2CO3). Solvent: CO (MeOH). Reaction conditions: time 10 minute. The product is COC1=C2C(C(N=C2C2=C(C1=O)C=CC=C2)=O)(C)C (4-methoxy-3,3-dimethyl-2H-benzo[g]indole-2,5(3H)-dione). RXN SMILES: [OH:1][C:2]1[C:10](=[O:11])[C:9]2[CH:12]=[CH:13][CH:14]=[CH:15][C:8]=2[C:7]2[C:3]=1[C:4]([CH3:18])([CH3:17])[C:5](=[O:16])[N:6]=2.[C:19]([O-])([O-])=O.[K+].[K+].CI>CO>[CH3:19][O:1][C:2]1[C:10](=[O:11])[C:9]2[CH:12]=[CH:13][CH:14]=[CH:15][C:8]=2[C:7]2[C:3]=1[C:4]([CH3:18])([CH3:17])[C:5](=[O:16])[N:6]=2 |f:1.2.3|. Reported procedure: To a solution of 4-hydroxy-3,3-dimethyl-2H-benzo[g]indole-2,5(3H)-dione (compound 1) (0.1 g, 0.415 mmol) in MeOH (5 mL) was added K2CO3 (0.132 g, 0.96 mmol) while stirring at RT. After 10 min. MeI (100 μL, 0.228 g, 1.6 mmol) was added via a syringe and the mixture was allowed to stirred over night. The solvent was removed in vacuum and the solid was dissolved in CHCl3, filtered and purified by prep. HPLC (SF/CHCl3). Yield: 0.051 mg (50%). 1H NMR (400 MHz, CDCl3) δ 1.48 (s, 6 H), 3.68 (s, 3 H), 7... The reactants are O(C1=CC=CC=C1)CCC(=O)O (3-phenoxypropionic acid), C1(=CC=C(C=C1)S(=O)(=O)O)C (p-toluenesulfonic acid). Solvent: CO (methanol), O (water). The product is O(C1=CC=CC=C1)CCC(=O)OC (Methyl 3-phenoxypropionate). The yield is 2255.8%. Reaction SMILES: [O:1]([CH2:8][CH2:9][C:10]([OH:12])=[O:11])[C:2]1[CH:7]=[CH:6][CH:5]=[CH:4][CH:3]=1.[C:13]1(C)C=CC(S(O)(=O)=O)=CC=1>CO.O>[O:1]([CH2:8][CH2:9][C:10]([O:12][CH3:13])=[O:11])[C:2]1[CH:7]=[CH:6][CH:5]=[CH:4][CH:3]=1. Procedure details: A solution of 3-phenoxypropionic acid (25 g, 150.4 mmol) and p-toluenesulfonic acid (1.23 g, 6.46 mmol) in 500 mL of methanol was heated to reflux under nitrogen atmosphere in a 1 L round-bottom flask though 3 Å, 8-12 mesh molecular sieves which is equipped with a soxhlet extractor and condenser. The mixture was heated at reflux for 21 hr and then cooled. Methanol was removed on a rotary evaporator to leave a light yellow oil which was taken up in 50 mL of water and then extracted with ether (3×... Yield: 96.2%. Starting materials: BrC1=C(C=CC=2CCC=C(C12)C)NS(=O)(=O)C1=C(C=CC=C1)F (N-(1-bromo-8-methyl-5,6-dihydro-2-naphthalenyl)-2-fluorobenzenesulfonamide), C([O-])([O-])=O.[Li+].[Li+] (lithium carbonate), C(Cl)Cl (CH2Cl2), [C]=O (carbon monoxide). The solvent is CO (methanol). The reagents and catalysts are C1=CC=C(C=C1)P([C-]2C=CC=C2)C3=CC=CC=C3.C1=CC=C(C=C1)P([C-]2C=CC=C2)C3=CC=CC=C3.Cl[Pd]Cl.[Fe+2] (PdCl2(dppf)). Product: FC1=C(C=CC=C1)S(=O)(=O)NC1=C(C=2C(=CCCC2C=C1)C)C(=O)OC (methyl 2-{[(2-fluorophenyl)sulfonyl]amino}-8-methyl-5,6-dihydro-1-naphthalenecarboxylate). Procedure details: A solution of Example 275D (2.85 g) in 100 mL of methanol was treated with lithium carbonate (1.6 g) and PdCl2(dppf).CH2Cl2 (588 mg), heated to 120° C. under 500 psi carbon monoxide pressure for 16 hours, and concentrated. The residue was purified by silica gel column chromatography eluting with 10% ethyl acetate in n-hexane to yield 2.50 g of the desired product. MS (ESI(+)) m/e 393 (M+NH4)+; MS (ESI(−)) m/e 374 (M−H)−; 1H NMR (300 MHz, DMSO-d6) δ 9.89 (s, 1H), 7.65-7.73 (m, 2H), 7.45 (t, 1H), ... As a reaction SMILES: Br[C:2]1[C:11]2[C:10]([CH3:12])=[CH:9][CH2:8][CH2:7][C:6]=2[CH:5]=[CH:4][C:3]=1[NH:13][S:14]([C:17]1[CH:22]=[CH:21][CH:20]=[CH:19][C:18]=1[F:23])(=[O:16])=[O:15].[C:24](=[O:27])([O-])[O-:25].[Li+].[Li+].[CH2:30](Cl)Cl.[C]=O>CO.C1C=CC(P(C2C=CC=CC=2)[C-]2C=CC=C2)=CC=1.C1C=CC(P(C2C=CC=CC=2)[C-]2C=CC=C2)=CC=1.Cl[Pd]Cl.[Fe+2]>[F:23][C:18]1[CH:19]=[CH:20][CH:21]=[CH:22][C:17]=1[S:14]([NH:13][C:3]1[CH:4]=[CH:5][C:6]2[CH2:7][CH2:8][CH:9]=[C:10]([CH3:12])[C:11]=2[C:2]=1[C:24]([O:25][CH3:30])=[O:27])(=[O:16])=[O:15] |f:1.2.3,7.8.9.10,^3:32|. Run in C(C)O (ethanol), C(C)#N (acetonitrile), C(C)O.C(Cl)Cl (ethanol methylene chloride). Product: C(\C=C\C(=O)O)(=O)O.FC1=CC2=C(C(=NO2)C2CCN(CC2)CC(=O)N2CCC3=CC=CC=C23)C=C1 (2-[4-(6-Fluoro-1,2-benzisoxazol-3-yl)-1-piperidinyl]-1-(2,3-dihydroindol-1-yl)ethanone fumarate). Reaction SMILES: [F:1][C:2]1[CH:16]=[CH:15][C:5]2[C:6]([CH:9]3[CH2:14][CH2:13][NH:12][CH2:11][CH2:10]3)=[N:7][O:8][C:4]=2[CH:3]=1.Br[CH2:18][C:19]([N:21]1[C:29]2[C:24](=[CH:25][CH:26]=[CH:27][CH:28]=2)[CH2:23][CH2:22]1)=[O:20].[C:30]([OH:37])(=[O:36])/[CH:31]=[CH:32]/[C:33]([OH:35])=[O:34]>C(#N)C.C(O)C.C(Cl)Cl.C(O)C>[C:30]([OH:37])(=[O:36])/[CH:31]=[CH:32]/[C:33]([OH:35])=[O:34].[F:1][C:2]1[CH:16]=[CH:15][C:5]2[C:6]([CH:9]3[CH2:10][CH2:11][N:12]([CH2:18][C:19]([N:21]4[C:29]5[C:24](=[CH:25][CH:26]=[CH:27][CH:28]=5)[CH2:23][CH2:22]4)=[O:20])[CH2:13][CH2:14]3)=[N:7][O:8][C:4]=2[CH:3]=1 |f:4.5,7.8|. Starting materials: C(\C=C\C(=O)O)(=O)O (fumaric acid), FC1=CC2=C(C(=NO2)C2CCNCC2)C=C1 (4-(6-fluoro-1,2-benzisoxazol-3-yl)piperidine), K2CO, BrCC(=O)N1CCC2=CC=CC=C12 (N-(2-bromoacetyl)indoline). Reported procedure: A stirred mixture of 4-(6-fluoro-1,2-benzisoxazol-3-yl)piperidine (10 g, 45.4 mmol), K2CO 3 (7.2 g, 52.5 mmol) and N-(2-bromoacetyl)indoline (12 g, 50 mmol) in acetonitrile (300 ml) was heated at reflux for 4 hours. The mixture was cooled and filtered. The solution was concentrated down until solid appeared. The crystals were collected: weight 12.68 g. The mother liquor was concentrated to dryness. The residues were purified further by flash chromatography to yield an additional 1.35 g. Total yi...